Dataset: the Open Reaction Database (ORD), a public repository of structured organic reaction records. Task: describe an organic reaction: reactants, conditions, products, and yield Reactants: COC(=O)c1cnc(C2=CCN(C(=O)OC(C)(C)C)CC2)cn1, CCO, [H][H], [Pd]. Yields the product COC(=O)c1cnc(C2CCN(C(=O)OC(C)(C)C)CC2)cn1. As a reaction SMILES: [CH3:1][C:2]([CH3:3])([CH3:4])[O:5][C:6](=[O:7])[N:8]1[CH2:9][CH2:10][C:11]([c:14]2[n:15][cH:16][c:17]([C:20](=[O:21])[O:22][CH3:23])[n:18][cH:19]2)=[CH:12][CH2:13]1.[CH3:26][CH2:27][OH:28].[H:24][H:25].[Pd:29]>>[CH3:1][C:2]([CH3:3])([CH3:4])[O:5][C:6](=[O:7])[N:8]1[CH2:9][CH2:10][CH:11]([c:14]2[n:15][cH:16][c:17]([C:20](=[O:21])[O:22][CH3:23])[n:18][cH:19]2)[CH2:12][CH2:13]1. Reactants: COC(=O)N[C@H](C(=O)OCC)CCCl (ethyl (S)-2-(methoxycarbonylamino)-4-chlorobutanoate), CP(OCC)(=O)OCC (diethyl methanephosphonate). The product is COC(=O)N[C@H](C(=O)OCC)CCP(=O)(C)OCC (Ethyl (S)-2-(methoxycarbonylamino)-4-[ethoxy(methyl)phosphinyl]butanoate). Reaction SMILES: [CH3:1][O:2][C:3]([NH:5][C@@H:6]([CH2:12][CH2:13]Cl)[C:7]([O:9][CH2:10][CH3:11])=[O:8])=[O:4].[CH3:15][P:16](OCC)(=[O:20])[O:17][CH2:18][CH3:19]>>[CH3:1][O:2][C:3]([NH:5][C@@H:6]([CH2:12][CH2:13][P:16]([O:17][CH2:18][CH3:19])([CH3:15])=[O:20])[C:7]([O:9][CH2:10][CH3:11])=[O:8])=[O:4]. Procedure: 2.6 g (11.6 mmol) of ethyl (S)-2-(methoxycarbonylamino)-4-chlorobutanoate and 6.3 g (46.4 mmol) of diethyl methanephosphonate are stirred for 15 h at 140° C. The excess diethyl methanephosphonate is then removed at 90° C. under a high vacuum. The crude product thus obtained is produced as a colorless oil and shows no further impurities in 1H-NMR; yield: 2.8 g (82%), Starting materials: CCCCC1(CCCC)CN(Cc2ccccc2)CCC1O, CO, [H][H], [OH-], [OH-], [Pd+2]. Product: CCCCC1(CCCC)CNCCC1O. RXN SMILES: [CH2:1]([c:2]1[cH:3][cH:4][cH:5][cH:6][cH:7]1)[N:8]1[CH2:9][C:10]([CH2:15][CH2:16][CH2:17][CH3:18])([CH2:19][CH2:20][CH2:21][CH3:22])[CH:11]([OH:14])[CH2:12][CH2:13]1.[CH3:23][OH:24].[H:25][H:26].[OH-:27].[OH-:29].[Pd+2:28]>>[NH:8]1[CH2:9][C:10]([CH2:15][CH2:16][CH2:17][CH3:18])([CH2:19][CH2:20][CH2:21][CH3:22])[CH:11]([OH:14])[CH2:12][CH2:13]1.